From a dataset of the Open Reaction Database (ORD), a public repository of structured organic reaction records. describe an organic reaction: reactants, conditions, products, and yield Starting materials: NC1=NC(=C(C(=N1)N)C1=C(C=C(C=C1)Cl)Cl)CBr (2,4-diamino-6-bromomethyl-5-(2,4-dichlorophenyl) pyrimidine), [F-].[Cs+] (cesium fluoride). Solvent: O (water), C1CCCS1(=O)=O (tetramethylene sulphone). Reaction conditions: temperature 100 celsius. Product: NC1=NC(=C(C(=N1)N)C1=C(C=C(C=C1)Cl)Cl)CF (2,4-Diamino-5-(2,4-dichlorophenyl)-6-fluoromethylpyrimidine). Reaction SMILES: [NH2:1][C:2]1[N:7]=[C:6]([NH2:8])[C:5]([C:9]2[CH:14]=[CH:13][C:12]([Cl:15])=[CH:11][C:10]=2[Cl:16])=[C:4]([CH2:17]Br)[N:3]=1.[F-:19].[Cs+]>C1S(=O)(=O)CCC1.O>[NH2:1][C:2]1[N:7]=[C:6]([NH2:8])[C:5]([C:9]2[CH:14]=[CH:13][C:12]([Cl:15])=[CH:11][C:10]=2[Cl:16])=[C:4]([CH2:17][F:19])[N:3]=1 |f:1.2|. Procedure: To a solution of 2,4-diamino-6-bromomethyl-5-(2,4-dichlorophenyl) pyrimidine (1.04 g) in tetramethylene sulphone (4.5 ml) was added cesium fluoride (1 g). The mixture was stirred and heated at 100° C. for 4 hours, cooled, diluted with water and extracted with chloroform. The combined extracts were washed with water, dried (MgSO4) and concentrated in vacuo. The residue was chromatographed (silica; 19:1:0.1 dichloromethane/methanol/triethylamine) to give the title compound, which was recrystallise... The reactants are CCOC(=O)c1ccc(C=CC(=O)O)cc1, CCO. Product: CCOC(=O)c1ccc(CCC(=O)O)cc1. As a reaction SMILES: [C:1](=[O:2])([O:3][CH2:4][CH3:5])[c:6]1[cH:7][cH:8][c:9]([CH:10]=[CH:11][C:12](=[O:13])[OH:14])[cH:15][cH:16]1.[CH3:17][CH2:18][OH:19]>>[C:1](=[O:2])([O:3][CH2:4][CH3:5])[c:6]1[cH:7][cH:8][c:9]([CH2:10][CH2:11][C:12](=[O:13])[OH:14])[cH:15][cH:16]1. Starting materials: C(CC)OC1=CC=C(C=O)C=C1 (p-propoxybenzaldehyde), [Br-].C(=O)(O)CCCCC[P+](C1=CC=CC=C1)(C1=CC=CC=C1)C1=CC=CC=C1 (5-carboxypentyltriphenylphosphonium bromide). Run in C1CCOC1 (THF). The product is C(CC)OC1=CC=C(C=C1)C=CCCCCC(=O)O (7-(p-Propoxyphenyl)-6-heptenoic acid). Isolated yield 60.0%. Reaction SMILES: [CH2:1]([O:4][C:5]1[CH:12]=[CH:11][C:8]([CH:9]=O)=[CH:7][CH:6]=1)[CH2:2][CH3:3].[Br-].[C:14]([CH2:17][CH2:18][CH2:19][CH2:20][CH2:21][P+](C1C=CC=CC=1)(C1C=CC=CC=1)C1C=CC=CC=1)([OH:16])=[O:15]>C1COCC1>[CH2:1]([O:4][C:5]1[CH:12]=[CH:11][C:8]([CH:9]=[CH:21][CH2:20][CH2:19][CH2:18][CH2:17][C:14]([OH:16])=[O:15])=[CH:7][CH:6]=1)[CH2:2][CH3:3] |f:1.2|. Reported procedure: This compound was synthesized from p-propoxybenzaldehyde (3.26 g, 20 mmol, prepared from 1-bromopropane and 4-hydroxybenzaldehyde) and 5-carboxypentyltriphenylphosphonium bromide (9.50 g, 20 mmol) in THF (100 mL) by a Wittig reaction. Crystallization (petroleum ether) afforded the product (3.15 g, 60%) as white crystals (mp: 52-53° C.). IR: 3450-2500, 1730 cm-1 ; 1H-NMR: 1.00 (t, 3H), 1.48 (m, 2H), 1.67 (m, 2H), 1.82 (m, 2H), 2.35 (m, 4H), 3.92 (t, 2H), 5.72+6.05 (m, 1H), 6.35 (d, 1H), 7.05 (q, ...